This data is from the Open Reaction Database (ORD), a public repository of structured organic reaction records. The task is: describe an organic reaction: reactants, conditions, products, and yield RXN SMILES: [CH2:1]([CH3:2])[O:3][c:4]1[n:5][c:6]([OH:7])[c:8]2[c:9]([cH:10][cH:11][c:12]([I:13])[cH:14]2)[n:15]1.[CH2:47]([CH3:48])[O:49][c:50]1[n:51][c:52]2[cH:53][cH:54][c:55]([I:77])[cH:56][c:57]2[c:58]([O:60][CH:61]2[CH2:62][CH:63]([C:73](=[O:74])[O:75][CH3:76])[N:64]([C:66](=[O:67])[O:68][C:69]([CH3:70])([CH3:71])[CH3:72])[CH2:65]2)[n:59]1.[CH2:78]1[O:79][CH2:80][CH2:81][CH2:82]1.[CH3:83][CH2:84][OH:85].[CH3:86][CH2:87][O:88][C:89]([CH3:90])=[O:91].[O:35]=[C:36]([O:37][CH2:38][CH3:39])[N:40]=[N:41][C:42]([O:43][CH2:44][CH3:45])=[O:46].[c:16]1([P:17]([c:18]2[cH:19][cH:20][cH:21][cH:22][cH:23]2)[c:24]2[cH:25][cH:26][cH:27][cH:28][cH:29]2)[cH:30][cH:31][cH:32][cH:33][cH:34]1>>[CH:1](=[CH2:2])[c:55]1[cH:54][cH:53][c:52]2[n:51][c:50]([O:49][CH2:47][CH3:48])[n:59][c:58]([O:60][CH:61]3[CH2:62][CH:63]([C:73](=[O:74])[O:75][CH3:76])[N:64]([C:66](=[O:67])[O:68][C:69]([CH3:70])([CH3:71])[CH3:72])[CH2:65]3)[c:57]2[cH:56]1. Product: C=Cc1ccc2nc(OCC)nc(OC3CC(C(=O)OC)N(C(=O)OC(C)(C)C)C3)c2c1. The reactants are CCOc1nc(O)c2cc(I)ccc2n1, CCOc1nc(OC2CC(C(=O)OC)N(C(=O)OC(C)(C)C)C2)c2cc(I)ccc2n1, C1CCOC1, CCO, CCOC(C)=O, CCOC(=O)N=NC(=O)OCC, c1ccc(P(c2ccccc2)c2ccccc2)cc1.